describe an organic reaction: reactants, conditions, products, and yield From a dataset of the Open Reaction Database (ORD), a public repository of structured organic reaction records. The reactants are Cc1cc(CC(NC(=O)OCc2ccccc2)c2nnnn2CC(C)(C)C)cc2cn[nH]c12, CO, [Pd]. Yields the product Cc1cc(CC(N)c2nnnn2CC(C)(C)C)cc2cn[nH]c12. RXN SMILES: [CH3:1][c:2]1[cH:3][c:4]([CH2:11][CH:12]([c:13]2[n:14][n:15][n:16][n:17]2[CH2:18][C:19]([CH3:20])([CH3:21])[CH3:22])[NH:23][C:24](=[O:25])[O:26][CH2:27][c:28]2[cH:29][cH:30][cH:31][cH:32][cH:33]2)[cH:5][c:6]2[cH:7][n:8][nH:9][c:10]12.[CH3:34][OH:35].[Pd:36]>>[CH3:1][c:2]1[cH:3][c:4]([CH2:11][CH:12]([c:13]2[n:14][n:15][n:16][n:17]2[CH2:18][C:19]([CH3:20])([CH3:21])[CH3:22])[NH2:23])[cH:5][c:6]2[cH:7][n:8][nH:9][c:10]12. Reactants: [K] (potassium), BrC1=C(C=C(C=C1)C)N (2-Bromo-5-methyl-phenylamine), C(C)OC(=S)S (O-ethylxanthic acid). Solvent: CN(C)C=O (DMF). Product: SC=1SC2=C(N1)C=C(C=C2)C (2-Mercapto -5-Methyl-benzothiazole), solid. Isolated yield 53.0%. RXN SMILES: Br[C:2]1[CH:7]=[CH:6][C:5]([CH3:8])=[CH:4][C:3]=1[NH2:9].C(O[C:13]([SH:15])=[S:14])C.[K]>CN(C=O)C>[SH:15][C:13]1[S:14][C:2]2[CH:7]=[CH:6][C:5]([CH3:8])=[CH:4][C:3]=2[N:9]=1 |^1:15|. Procedure details: The title compound was prepared using the method of example 239, starting with 2-bromo-5-methyl-phenylamine (244) (4.48 g, 24.0 mmol), O-ethylxanthic acid, potassium salt (Lancaster, 8.70 g, 54 mmol) in DMF (35 mL). The mercaptobenzothiazole 245 was obtained as an pale brown solid (2.31 g, 53%).